describe an organic reaction: reactants, conditions, products, and yield From a dataset of the Open Reaction Database (ORD), a public repository of structured organic reaction records. Reactants: NC1=NC(=C(C(=N1)N)C1=C(C(=CC=C1)Cl)Cl)C(OCC)OCC (2,4-diamino-5-(2,3-dichlorophenyl)-6-(diethoxymethyl)pyrimidine), ClC1=C(C=CC(=C1)Cl)CC#N (2,4-dichlorophenylacetonitrile). Yields the product NC1=NC(=C(C(=N1)N)C1=C(C=C(C=C1)Cl)Cl)C(OCC)OCC (2,4-Diamino-5-(2,4,-dichlorophenyl)-6-(diethoxymethyl)pyrimidine). Reaction SMILES: [NH2:1][C:2]1[N:7]=[C:6]([NH2:8])[C:5]([C:9]2[CH:14]=[CH:13][CH:12]=[C:11](Cl)[C:10]=2[Cl:16])=[C:4]([CH:17]([O:21][CH2:22][CH3:23])[O:18][CH2:19][CH3:20])[N:3]=1.[Cl:24]C1C=C(Cl)C=CC=1CC#N>>[NH2:1][C:2]1[N:7]=[C:6]([NH2:8])[C:5]([C:9]2[CH:14]=[CH:13][C:12]([Cl:24])=[CH:11][C:10]=2[Cl:16])=[C:4]([CH:17]([O:21][CH2:22][CH3:23])[O:18][CH2:19][CH3:20])[N:3]=1. Procedure details: This compound was prepared in a manner analogous to 2,4-diamino-5-(2,3-dichlorophenyl)-6-(diethoxymethyl)pyrimidine (Example 18.1) from 2,4-dichlorophenylacetonitrile, mp. 225° C. Reaction SMILES: [N:1]1([C:4]([C:6]2[CH:11]=[CH:10][C:9]([NH:12][C:13]3[N:14]=[C:15]([O:40][CH:41]4[CH2:45][CH2:44][CH2:43][CH2:42]4)[C:16]4[C:21]([C:22]5[CH:31]=[CH:30][C:25]6[N:26]=[C:27]([CH3:29])[O:28][C:24]=6[CH:23]=5)=[CH:20][N:19](COCC[Si](C)(C)C)[C:17]=4[N:18]=3)=[C:8]([O:46][CH3:47])[CH:7]=2)=[O:5])[CH2:3][CH2:2]1.ClC1N=C(OC2CCCC2)C2C(C3C=CC4N=C(C)OC=4C=3)=CN(COCC[Si](C)(C)C)C=2N=1.NC1C=CC(C(N2CC2)=O)=CC=1OC.C(=O)([O-])[O-].[Cs+].[Cs+].C1(P(C2C=CC=CC=2)C2C=CC3C(=CC=CC=3)C=2C2C3C(=CC=CC=3)C=CC=2P(C2C=CC=CC=2)C2C=CC=CC=2)C=CC=CC=1>O1CCOCC1.C([O-])(=O)C.[Pd+2].C([O-])(=O)C>[N:1]1([C:4]([C:6]2[CH:11]=[CH:10][C:9]([NH:12][C:13]3[N:14]=[C:15]([O:40][CH:41]4[CH2:42][CH2:43][CH2:44][CH2:45]4)[C:16]4[C:21]([C:22]5[CH:31]=[CH:30][C:25]6[N:26]=[C:27]([CH3:29])[O:28][C:24]=6[CH:23]=5)=[CH:20][NH:19][C:17]=4[N:18]=3)=[C:8]([O:46][CH3:47])[CH:7]=2)=[O:5])[CH2:2][CH2:3]1 |f:3.4.5,8.9.10|. Reported procedure: Aziridin-1-yl(4-((4-(cyclopentyloxy)-5-(2-methylbenzo[d]oxazol-6-yl)-7-((2-(trimethylsilyl)ethoxy)methyl)-7H-pyrrolo[2,3-d]pyrimidin-2-yl)amino)-3-methoxyphenyl)methanone. To a degassed mixture of 6-(2-chloro-4-(cyclopentyloxy)-7-((2-(trimethylsilyl)ethoxy)methyl)-7H-pyrrolo[2,3-d]pyrimidin-5-yl)-2-methylbenzo[d]oxazole (1 equiv), (4-amino-3-methoxyphenyl)(aziridin-1-yl)methanone (1.2 equiv) and cesium carbonate (3 equiv) in 1,4-dioxane (0.1 M) was added palladium acetate (0.2 equiv) and 2,2′-bi... The reagents and catalysts are C(C)(=O)[O-].[Pd+2].C(C)(=O)[O-] (palladium acetate). The reactants are N1(CC1)C(=O)C1=CC(=C(C=C1)NC=1N=C(C2=C(N1)N(C=C2C2=CC1=C(N=C(O1)C)C=C2)COCC[Si](C)(C)C)OC2CCCC2)OC (Aziridin-1-yl(4-((4-(cyclopentyloxy)-5-(2-methylbenzo[d]oxazol-6-yl)-7-((2-(trimethylsilyl)ethoxy)methyl)-7H-pyrrolo[2,3-d]pyrimidin-2-yl)amino)-3-methoxyphenyl)methanone), C1(=CC=CC=C1)P(C1=C(C2=CC=CC=C2C=C1)C1=C(C=CC2=CC=CC=C12)P(C1=CC=CC=C1)C1=CC=CC=C1)C1=CC=CC=C1 (2,2′-bis-diphenylphosphanyl-[1,1′]binaphthalenyl), ClC=1N=C(C2=C(N1)N(C=C2C2=CC1=C(N=C(O1)C)C=C2)COCC[Si](C)(C)C)OC2CCCC2 (6-(2-chloro-4-(cyclopentyloxy)-7-((2-(trimethylsilyl)ethoxy)methyl)-7H-pyrrolo[2,3-d]pyrimidin-5-yl)-2-methylbenzo[d]oxazole), NC1=C(C=C(C=C1)C(=O)N1CC1)OC ((4-amino-3-methoxyphenyl)(aziridin-1-yl)methanone), C([O-])([O-])=O.[Cs+].[Cs+] (cesium carbonate). Product: N1(CC1)C(=O)C1=CC(=C(C=C1)NC=1N=C(C2=C(N1)NC=C2C2=CC1=C(N=C(O1)C)C=C2)OC2CCCC2)OC (Aziridin-1-yl(4-((4-(cyclopentyloxy)-5-(2-methylbenzo[d]oxazol-6-yl)-7H-pyrrolo[2,3-d]pyrimidin-2-yl)amino)-3-methoxyphenyl)methanone). Solvent: O1CCOCC1 (1,4-dioxane). Run at temperature 100 celsius, time 2 hour. Starting materials: NC(=O)c1c(Nc2ccc(I)cc2F)cncc1-c1ccccc1F, O=C(OC(=O)C(F)(F)F)C(F)(F)F, C1COCCO1, c1ccncc1. Product: N#Cc1c(Nc2ccc(I)cc2F)cncc1-c1ccccc1F. Reaction SMILES: [F:20][c:21]1[c:22]([NH:28][c:29]2[c:30]([C:31](=[O:32])[NH2:33])[c:34](-[c:38]3[c:39]([F:44])[cH:40][cH:41][cH:42][cH:43]3)[cH:35][n:36][cH:37]2)[cH:23][cH:24][c:25]([I:27])[cH:26]1.[F:7][C:8]([F:9])([F:10])[C:11]([O:12][C:13](=[O:14])[C:15]([F:16])([F:17])[F:18])=[O:19].[O:45]1[CH2:46][CH2:47][O:48][CH2:49][CH2:50]1.[cH:1]1[cH:2][cH:3][n:4][cH:5][cH:6]1>>[F:20][c:21]1[c:22]([NH:28][c:29]2[c:30]([C:31]#[N:33])[c:34](-[c:38]3[c:39]([F:44])[cH:40][cH:41][cH:42][cH:43]3)[cH:35][n:36][cH:37]2)[cH:23][cH:24][c:25]([I:27])[cH:26]1. Starting materials: COC=1C=C(CC2NCCC3=CC(=C(C(=C23)OC)OC)OC)C=CC1OC (1-(3,4-Dimethoxy-benzyl)-6,7,8-trimethoxy-1,2,3,4-tetrahydroisoquinoline), BrCC(=O)Br (2-bromoacetyl bromide), C1(CCCC2=CC=CC=C12)N (1,2,3,4-tetrahydro-1-naphthylamine). The product is COC=1C=C(CC2N(CCC3=CC(=C(C(=C23)OC)OC)OC)CC(=O)NC2CCCC3=CC=CC=C23)C=CC1OC (2-[1-(3,4-Dimethoxy-benzyl)-6,7,8-trimethoxy-3,4-dihydro-1H-isoquinolin-2-yl]-N-(1,2,3,4-tetrahydro-naphthalen-1-yl)-acetamide). Reaction SMILES: [CH3:1][O:2][C:3]1[CH:4]=[C:5]([CH:23]=[CH:24][C:25]=1[O:26][CH3:27])[CH2:6][CH:7]1[C:16]2[C:11](=[CH:12][C:13]([O:21][CH3:22])=[C:14]([O:19][CH3:20])[C:15]=2[O:17][CH3:18])[CH2:10][CH2:9][NH:8]1.Br[CH2:29][C:30](Br)=[O:31].[CH:33]1([NH2:43])[C:42]2[C:37](=[CH:38][CH:39]=[CH:40][CH:41]=2)[CH2:36][CH2:35][CH2:34]1>>[CH3:1][O:2][C:3]1[CH:4]=[C:5]([CH:23]=[CH:24][C:25]=1[O:26][CH3:27])[CH2:6][CH:7]1[C:16]2[C:11](=[CH:12][C:13]([O:21][CH3:22])=[C:14]([O:19][CH3:20])[C:15]=2[O:17][CH3:18])[CH2:10][CH2:9][N:8]1[CH2:29][C:30]([NH:43][CH:33]1[C:42]2[C:37](=[CH:38][CH:39]=[CH:40][CH:41]=2)[CH2:36][CH2:35][CH2:34]1)=[O:31]. Procedure: prepared by reaction of 1-(3,4-Dimethoxy-benzyl)-6,7,8-trimethoxy-1,2,3,4-tetrahydroisoquinoline and 2-bromoacetyl bromide with 1,2,3,4-tetrahydro-1-naphthylamine The reactants are CC(=O)OC12ON(CC3C1N3C(C)=O)c1cc(C=O)cc(O)c1C2COC(N)=O, O=C([O-])[O-], CC(C)=O, CI, [K+], [K+]. Product: COc1cc(C=O)cc2c1C(COC(N)=O)C1(OC(C)=O)ON2CC2C1N2C(C)=O. As a reaction SMILES: [C:1]([CH3:2])(=[O:3])[O:4][C:5]12[CH:6]([CH2:25][O:26][C:27]([NH2:28])=[O:29])[c:7]3[c:8]([OH:24])[cH:9][c:10]([CH:22]=[O:23])[cH:11][c:12]3[N:13]([CH2:14][CH:15]3[N:16]([C:18]([CH3:19])=[O:20])[CH:17]13)[O:21]2.[C:30](=[O:31])([O-:32])[O-:33].[CH3:36][C:37](=[O:38])[CH3:39].[CH3:40][I:41].[K+:34].[K+:35]>>[C:1]([CH3:2])(=[O:3])[O:4][C:5]12[CH:6]([CH2:25][O:26][C:27]([NH2:28])=[O:29])[c:7]3[c:8]([O:24][CH3:30])[cH:9][c:10]([CH:22]=[O:23])[cH:11][c:12]3[N:13]([CH2:14][CH:15]3[N:16]([C:18]([CH3:19])=[O:20])[CH:17]13)[O:21]2. Starting materials: C(C#C)O (Propargyl alcohol), O1CCCC=C1 (dihydropyran), C([O-])([O-])=O.[Na+].[Na+] (sodium carbonate). Reagents/catalysts: C1(=CC=C(C=C1)S(=O)(=O)O)C (p-toluenesulfonic acid). Run at time 30 minute. The product is O1C(CCCC1)OCC#C (propargyl tetrahydropyranyl ether). The yield is 94.8%. Reaction SMILES: [CH2:1]([OH:4])[C:2]#[CH:3].[O:5]1[CH:10]=[CH:9][CH2:8][CH2:7][CH2:6]1.C(=O)([O-])[O-].[Na+].[Na+]>C1(C)C=CC(S(O)(=O)=O)=CC=1>[O:5]1[CH2:6][CH2:7][CH2:8][CH2:9][CH:10]1[O:4][CH2:1][C:2]#[CH:3] |f:2.3.4|. Procedure details: Propargyl alcohol (13.20 g) and dihydropyran (19.81 g) are placed into a 50-ml container, and 0.2 g of anhydrous p-toluenesulfonic acid is added. The mixture is cooled in an ice bath, then stirred at room temperature for 30 minutes and neutralized with anhydrous sodium carbonate. The resulting solids are separated off. Distillation of the remaining liquid in a vacuum gives 31.3 g of propargyl tetrahydropyranyl ether (yield: 95%), b.p. 75° to 80° C./37 mm Hg.